From a dataset of the Open Reaction Database (ORD), a public repository of structured organic reaction records. describe an organic reaction: reactants, conditions, products, and yield Reactants: O1COC2=C1C=CC(=C2)N2C(CNCC2)C (1-benzo[1,3]dioxol-5-yl-methylpiperazine), [N+](=O)([O-])C=1C=CC(=NC1)OC1=C2C=CN(C2=CC=C1)CC(=O)O ([4-(5-Nitropyridin-2-yloxy)indol-1-yl]acetic acid), Cl.C(C)N=C=NCCCN(C)C (1-ethyl-3-(3-di-methylaminopropyl)carbodiimide hydrochloride). Run in C1CCOC1 (THF), CN(C)C=O (DMF), [Cl-].[Na+].O (Brine). Yields the product O1COC2=C1C=CC(=C2)CN2CCN(CC2)C(CN2C=CC1=C(C=CC=C21)OC2=NC=C(C=C2)[N+](=O)[O-])=O (1-(4-benzo[1,3]dioxol-5-ylmethylpiperazin-1-yl)-2-[4-(5-nitropyridin-2-yloxy)indol-1-yl]ethanone). The yield is 74.7%. As a reaction SMILES: [N+:1]([C:4]1[CH:5]=[CH:6][C:7]([O:10][C:11]2[CH:19]=[CH:18][CH:17]=[C:16]3[C:12]=2[CH:13]=[CH:14][N:15]3[CH2:20][C:21]([OH:23])=O)=[N:8][CH:9]=1)([O-:3])=[O:2].[O:24]1[C:28]2[CH:29]=[CH:30][C:31]([N:33]3[CH2:38][CH2:37][NH:36][CH2:35][CH:34]3C)=[CH:32][C:27]=2[O:26][CH2:25]1.Cl.[CH2:41](N=C=NCCCN(C)C)C>C1COCC1.CN(C=O)C.[Cl-].[Na+].O>[O:26]1[C:27]2[CH:32]=[CH:41][C:30]([CH2:31][N:33]3[CH2:34][CH2:35][N:36]([C:21](=[O:23])[CH2:20][N:15]4[C:16]5[C:12](=[C:11]([O:10][C:7]6[CH:6]=[CH:5][C:4]([N+:1]([O-:3])=[O:2])=[CH:9][N:8]=6)[CH:19]=[CH:18][CH:17]=5)[CH:13]=[CH:14]4)[CH2:37][CH2:38]3)=[CH:29][C:28]=2[O:24][CH2:25]1 |f:2.3,6.7.8|. Procedure: [4-(5-Nitropyridin-2-yloxy)indol-1-yl]acetic acid (0.210 g, 0.670 mmol) was dissolved in a mixture of THF (10 mL)-DMF (2 mL). To the solution were added 1-benzo[1,3]dioxol-5-yl-methylpiperazine (0.148 g, 0.670 mmol), then 1-ethyl-3-(3-di-methylaminopropyl)carbodiimide hydrochloride (0.129 g, 0.670 mmol), and the resulting solution was stirred for 3 hours at room temperature. Brine (50 mL) was added to the reaction solution, and the mixture was extracted with ethyl acetate (30 mL). After the orga... Product: ClC1=C(C(=CC=C1)Cl)NC1=C(C=C(C=C1)OCC1=CC(=CC=C1)OC1=CC=CC=C1)CC(=O)O (2-[(2,6-Dichlorophenyl)amino]-5-(3-phenoxybenzyloxy)benzene acetic acid). Procedure: A mixture of 2-[(2,6-dichlorophenyl)amino]-5-hydroxy benzene acetic acid methyl ester (2.5 g, 7.67 mmol) of Example 2F, powdered anhydrous potassium carbonate (0.55 g, 4 mmol), tetrabutylammonium iodide (0.050 g) and dry acetonitrile (50 mL) is stirred at room temperature under nitrogen for 30 min. To the slurry is then added 3-phenoxybenzylchloride (2 g, 9.17 mmol) and the mixture is placed in an oil bath maintained at 65°-70° C. overnight. The solvent is removed and the residue partitioned bet... Reactants: COC(CC1=C(C=CC(=C1)O)NC1=C(C=CC=C1Cl)Cl)=O (2-[(2,6-dichlorophenyl)amino]-5-hydroxy benzene acetic acid methyl ester), C([O-])([O-])=O.[K+].[K+] (potassium carbonate), O(C1=CC=CC=C1)C=1C=C(CCl)C=CC1 (3-phenoxybenzylchloride). As a reaction SMILES: C[O:2][C:3](=[O:21])[CH2:4][C:5]1[CH:10]=[C:9]([OH:11])[CH:8]=[CH:7][C:6]=1[NH:12][C:13]1[C:18]([Cl:19])=[CH:17][CH:16]=[CH:15][C:14]=1[Cl:20].C(=O)([O-])[O-].[K+].[K+].[O:28]([C:35]1[CH:36]=[C:37]([CH:40]=[CH:41][CH:42]=1)[CH2:38]Cl)[C:29]1[CH:34]=[CH:33][CH:32]=[CH:31][CH:30]=1>[I-].C([N+](CCCC)(CCCC)CCCC)CCC.C(#N)C>[Cl:20][C:14]1[CH:15]=[CH:16][CH:17]=[C:18]([Cl:19])[C:13]=1[NH:12][C:6]1[CH:7]=[CH:8][C:9]([O:11][CH2:38][C:37]2[CH:40]=[CH:41][CH:42]=[C:35]([O:28][C:29]3[CH:34]=[CH:33][CH:32]=[CH:31][CH:30]=3)[CH:36]=2)=[CH:10][C:5]=1[CH2:4][C:3]([OH:2])=[O:21] |f:1.2.3,5.6|. Run at time 30 minute. Reagents/catalysts: [I-].C(CCC)[N+](CCCC)(CCCC)CCCC (tetrabutylammonium iodide). Yield: 74.6%. Run in C(C)#N (acetonitrile).